Task: describe an organic reaction: reactants, conditions, products, and yield. Dataset: the Open Reaction Database (ORD), a public repository of structured organic reaction records The reactants are ClC1=NS(C2=C(N1)C=C(S2)Cl)(=O)=O (3,6-dichloro-4H-thieno[3,2-e]-1,2,4-thiadiazine 1,1-dioxide), C(C(C)=C)N (methallylamine). The product is ClC1=CC=2NC(=NS(C2S1)(=O)=O)NCC(=C)C (6-Chloro-3-(2-methylallyl)amino-4H-thieno[3,2-e]-1,2,4-thiadiazine 1,1-dioxide). Isolated yield 64.0%. RXN SMILES: Cl[C:2]1[NH:7][C:6]2[CH:8]=[C:9]([Cl:11])[S:10][C:5]=2[S:4](=[O:13])(=[O:12])[N:3]=1.[CH2:14]([NH2:18])[C:15](=[CH2:17])[CH3:16]>>[Cl:11][C:9]1[S:10][C:5]2[S:4](=[O:13])(=[O:12])[N:3]=[C:2]([NH:18][CH2:14][C:15]([CH3:17])=[CH2:16])[NH:7][C:6]=2[CH:8]=1. Procedure details: A solution of 3,6-dichloro-4H-thieno[3,2-e]-1,2,4-thiadiazine 1,1-dioxide (128 mg, 0.5 mmol) in methallylamine (0.5 ml) was stirred for 48 h at 90° C. in a sealed flask. The cooled solution was concentrated in vacuo and the residue was stirred with water (3 ml) followed by adjustment to pH 2 with 4M hydrochloric acid. The product was isolated by filtration and washed with water, to give 92 mg (64%) of the pure title compound; mp 224-226° C. (dec.); 1H-NMR (DMSO-d6): δ1.72 (s, 3H), 3.75 (d, 2H), ... Reactants: C(C1=CC=CC=C1)N1CC=2N=CN=C(C2CC1)Cl (7-benzyl-4-chloro-5,6,7,8-tetrahydro-pyrido[3,4-d]pyrimidine), N1CCOCC1 (morpholine). The solvent is C(C)(C)O (isopropanol). Product: C(C1=CC=CC=C1)N1CC=2N=CN=C(C2CC1)N1CCOCC1 (7-benzyl-4-morpholin-4-yl-5,6,7,8-tetrahydro-pyrido[3,4-d]pyrimidine). Isolated yield 100.1%. Reaction SMILES: [CH2:1]([N:8]1[CH2:17][CH2:16][C:15]2[C:14](Cl)=[N:13][CH:12]=[N:11][C:10]=2[CH2:9]1)[C:2]1[CH:7]=[CH:6][CH:5]=[CH:4][CH:3]=1.[NH:19]1[CH2:24][CH2:23][O:22][CH2:21][CH2:20]1>C(O)(C)C>[CH2:1]([N:8]1[CH2:17][CH2:16][C:15]2[C:14]([N:19]3[CH2:24][CH2:23][O:22][CH2:21][CH2:20]3)=[N:13][CH:12]=[N:11][C:10]=2[CH2:9]1)[C:2]1[CH:7]=[CH:6][CH:5]=[CH:4][CH:3]=1. Procedure details: To a solution of 7-benzyl-4-chloro-5,6,7,8-tetrahydro-pyrido[3,4-d]pyrimidine 4a (0.46 g, 1.77 mmol) in isopropanol (20 mL) was added morpholine (0.38 g, 4.42 mmol), and the reaction mixture was heated to reflux for 18 h. The solvent was removed in vacuo, and the residue was suspended in a saturated solution of NaHCO3, and the product was extracted with dichloromethane. The combined organic extracts were dried over MgSO4 and concentrated in vacuo to provide a residue, which was purified by chrom...